describe an organic reaction: reactants, conditions, products, and yield From a dataset of the Open Reaction Database (ORD), a public repository of structured organic reaction records. Run at time 8 hour. Product: C1(CCCC1)N1NC(=C2C1=NC(=NC2=O)C2=CC1=C(OC(C1)C)C=C2)CC (1-cyclopentyl-3-ethyl-6-[2-methyl-2,3-dihydrobenzo[b]furan-5-yl]pyrazolo[3,4-d]pyrimidin-4-one). As a reaction SMILES: [CH:1]1([N:6]2[C:10]3=[N:11][C:12]([C:16]4[CH:21]=[CH:20][CH:19]=[C:18]([CH2:22][CH:23]=[CH2:24])[C:17]=4O)=[N:13][C:14](=[O:15])[C:9]3=[C:8]([CH2:26][CH3:27])[NH:7]2)[CH2:5][CH2:4][CH2:3][CH2:2]1.S(=O)(=O)(O)[OH:29]>C(O)(=O)C>[CH:1]1([N:6]2[C:10]3=[N:11][C:12]([C:16]4[CH:21]=[CH:20][C:19]5[O:29][CH:23]([CH3:24])[CH2:22][C:18]=5[CH:17]=4)=[N:13][C:14](=[O:15])[C:9]3=[C:8]([CH2:26][CH3:27])[NH:7]2)[CH2:5][CH2:4][CH2:3][CH2:2]1. Reactants: S(O)(O)(=O)=O (sulfuric acid), C1(CCCC1)N1NC(=C2C1=NC(=NC2=O)C2=C(C(=CC=C2)CC=C)O)CC (1-cyclopentyl-3-ethyl-6-[2-hydroxy-3-(2-propenyl)phenyl]pyrazolo[3,4-d]pyrimidin-4-one), ice water. Run in C(C)(=O)O (acetic acid). Reported procedure: To a suspension of 1-cyclopentyl-3-ethyl-6-[2-hydroxy-3-(2-propenyl)phenyl]pyrazolo[3,4-d]pyrimidin-4-one (1.0 g) in acetic acid (15 ml) was added sulfuric acid (15 ml) while cooling in an ice bath. The reaction mixture was warmed to room temperature and stirred overnight. The reaction mixture was poured into ice/water, a precipitate formed which was collected by filtration and washed with water. The product was purified by recrystallization from ether, followed by column chromatography on silic... Reactants: ClC1=C(C(=O)O)C=CC=C1 (2-chlorobenzoic acid), ClC1=CC=C(C=C1)C(CN)C1CCOCC1 (2-(4-chlorophenyl)-2-(tetrahydro-2H-pyran-4-yl)ethanamine). Yields the product ClC1=C(C(=O)NCC(C2CCOCC2)C2=CC=C(C=C2)Cl)C=CC=C1 (2-chloro-N-(2-(4-chlorophenyl)-2-(tetrahydro-2H-pyran-4-yl)ethyl)benzamide). RXN SMILES: [Cl:1][C:2]1[CH:10]=[CH:9][CH:8]=[CH:7][C:3]=1[C:4]([OH:6])=O.[Cl:11][C:12]1[CH:17]=[CH:16][C:15]([CH:18]([CH:21]2[CH2:26][CH2:25][O:24][CH2:23][CH2:22]2)[CH2:19][NH2:20])=[CH:14][CH:13]=1>>[Cl:1][C:2]1[CH:10]=[CH:9][CH:8]=[CH:7][C:3]=1[C:4]([NH:20][CH2:19][CH:18]([C:15]1[CH:14]=[CH:13][C:12]([Cl:11])=[CH:17][CH:16]=1)[CH:21]1[CH2:22][CH2:23][O:24][CH2:25][CH2:26]1)=[O:6]. Procedure details: From 2-chlorobenzoic acid and 2-(4-chlorophenyl)-2-(tetrahydro-2H-pyran-4-yl)ethanamine. LCMS (MH+): m/z=378.1, tR (minutes, Method G)=2.34 The reactants are O=C1CCOc2c(Cl)cc(Br)cc21, Cc1ccccc1, Cl, O, [Zn]. Yields the product Clc1cc(Br)cc2c1OCCC2. As a reaction SMILES: [Br:3][c:4]1[cH:5][c:6]2[c:11]([c:12]([Cl:14])[cH:13]1)[O:10][CH2:9][CH2:8][C:7]2=[O:15].[CH3:17][c:18]1[cH:19][cH:20][cH:21][cH:22][cH:23]1.[ClH:1].[OH2:2].[Zn:16]>>[Br:3][c:4]1[cH:5][c:6]2[c:11]([c:12]([Cl:14])[cH:13]1)[O:10][CH2:9][CH2:8][CH2:7]2. Product: O=c1ccc2ncc(=O)n3c2n1CC3CN1CCC(NCc2cc3c(cn2)OCCS3)CC1. The reactants are CC(=O)O[BH-](OC(C)=O)OC(C)=O, CO, ClC(Cl)Cl, NC1CCN(CC2Cn3c(=O)ccc4ncc(=O)n2c43)CC1, [Na+], O=Cc1cc2c(cn1)OCCS2. Reaction SMILES: [C:35]([O:36][BH-:37]([O:38][C:39](=[O:40])[CH3:41])[O:42][C:43](=[O:44])[CH3:45])(=[O:46])[CH3:47].[CH3:49][OH:50].[CH:51]([Cl:52])([Cl:53])[Cl:54].[NH2:1][CH:2]1[CH2:3][CH2:4][N:5]([CH2:8][CH:9]2[CH2:10][n:11]3[c:12](=[O:22])[cH:13][cH:14][c:15]4[n:16][cH:17][c:18](=[O:21])[n:19]2[c:20]34)[CH2:6][CH2:7]1.[Na+:48].[S:23]1[CH2:24][CH2:25][O:26][c:27]2[cH:28][n:29][c:30]([CH:33]=[O:34])[cH:31][c:32]21>>[NH:1]([CH:2]1[CH2:3][CH2:4][N:5]([CH2:8][CH:9]2[CH2:10][n:11]3[c:12](=[O:22])[cH:13][cH:14][c:15]4[n:16][cH:17][c:18](=[O:21])[n:19]2[c:20]34)[CH2:6][CH2:7]1)[CH2:33][c:30]1[n:29][cH:28][c:27]2[c:32]([cH:31]1)[S:23][CH2:24][CH2:25][O:26]2. The reactants are COC(=O)C(C)(C)Br, O=C([O-])[O-], CCOC(C)=O, CN(C)C=O, [Cs+], [Cs+], CCCc1nc(C)n(-c2ccc(O)cc2)c(=O)c1Cc1ccc(-c2ccccc2C#N)cc1F, O. Product: CCCc1nc(C)n(-c2ccc(OC(C)(C)C(=O)OC)cc2)c(=O)c1Cc1ccc(-c2ccccc2C#N)cc1F. RXN SMILES: [Br:35][C:36]([C:37](=[O:38])[O:39][CH3:40])([CH3:41])[CH3:42].[C:43](=[O:44])([O-:45])[O-:46].[CH3:49][CH2:50][O:51][C:52](=[O:53])[CH3:54].[CH3:55][N:56]([CH3:57])[CH:58]=[O:59].[Cs+:47].[Cs+:48].[F:1][c:2]1[cH:3][c:4](-[c:27]2[c:28]([C:33]#[N:34])[cH:29][cH:30][cH:31][cH:32]2)[cH:5][cH:6][c:7]1[CH2:8][c:9]1[c:10]([CH2:24][CH2:25][CH3:26])[n:11][c:12]([CH3:23])[n:13](-[c:16]2[cH:17][cH:18][c:19]([OH:22])[cH:20][cH:21]2)[c:14]1=[O:15].[OH2:60]>>[F:1][c:2]1[cH:3][c:4](-[c:27]2[c:28]([C:33]#[N:34])[cH:29][cH:30][cH:31][cH:32]2)[cH:5][cH:6][c:7]1[CH2:8][c:9]1[c:10]([CH2:24][CH2:25][CH3:26])[n:11][c:12]([CH3:23])[n:13](-[c:16]2[cH:17][cH:18][c:19]([O:22][C:36]([C:37](=[O:38])[O:39][CH3:40])([CH3:41])[CH3:42])[cH:20][cH:21]2)[c:14]1=[O:15]. Reactants: [OH-].[K+] (potassium hydroxide), FC1=C(C=CC(=C1)OCCC1=NC=CC=C1)NS(=O)(=O)C=1C=C2CCN(CC2=CC1)C(C(F)(F)F)=O (N-{2-fluoro-4-[2-(pyridin-2-yl)ethoxy]phenyl}-2-(trifluoroacetyl)-1,2,3,4-tetrahydroisoquinoline-6-sulfonamide). Solvent: C(C)O.O (ethanol water). Reaction conditions: time 3 hour. Product: FC1=C(C=CC(=C1)OCCC1=NC=CC=C1)NS(=O)(=O)C=1C=C2CCNCC2=CC1 (N-{2-Fluoro-4-[2-(pyridin-2-yl)ethoxy]phenyl}-1,2,3,4-tetrahydroisoquinoline-6-sulfonamide). Reaction SMILES: [OH-].[K+].[F:3][C:4]1[CH:9]=[C:8]([O:10][CH2:11][CH2:12][C:13]2[CH:18]=[CH:17][CH:16]=[CH:15][N:14]=2)[CH:7]=[CH:6][C:5]=1[NH:19][S:20]([C:23]1[CH:24]=[C:25]2[C:30](=[CH:31][CH:32]=1)[CH2:29][N:28](C(=O)C(F)(F)F)[CH2:27][CH2:26]2)(=[O:22])=[O:21]>C(O)C.O>[F:3][C:4]1[CH:9]=[C:8]([O:10][CH2:11][CH2:12][C:13]2[CH:18]=[CH:17][CH:16]=[CH:15][N:14]=2)[CH:7]=[CH:6][C:5]=1[NH:19][S:20]([C:23]1[CH:24]=[C:25]2[C:30](=[CH:31][CH:32]=1)[CH2:29][NH:28][CH2:27][CH2:26]2)(=[O:22])=[O:21] |f:0.1,3.4|. Reported procedure: Powdered potassium hydroxide (2 mg, 36.2 μmol) was added to a solution of N-{2-fluoro-4-[2-(pyridin-2-yl)ethoxy]phenyl}-2-(trifluoroacetyl)-1,2,3,4-tetrahydroisoquinoline-6-sulfonamide obtained (10 mg) in an ethanol-water mixture (9:1) (2 mL), and the mixture was stirred at room temperature for 3 hr. The reaction mixture was concentrated under reduced pressure and water was added thereto. The mixture was extracted with ethyl acetate and the organic layer was washed with brine and dried over anhy... Reactants: TMS-CI, Intermediate 2B, ClC=1C(=C(C(=CC1)F)C(CCI)=O)F (1-(3-Chloro-2,6-difluorophenyl)-3-iodopropan-1-one), [Na+].[I-] (NaI). The solvent is O (Water), O (water), C(C)#N (ACN), C(C)#N (ACN). Run at time 15 minute. Yields the product ClC=1C(=C(C(=CC1)F)[C@@H](CCI)O)F ((R)-1-(3-Chloro-2,6-difluorophenyl)-3-iodopropan-1-ol). The yield is 94.0%. As a reaction SMILES: [Cl:1][C:2]1[C:3]([F:14])=[C:4]([C:9](=[O:13])[CH2:10][CH2:11][I:12])[C:5]([F:8])=[CH:6][CH:7]=1.[Na+].[I-]>C(#N)C.O>[Cl:1][C:2]1[C:3]([F:14])=[C:4]([C@H:9]([OH:13])[CH2:10][CH2:11][I:12])[C:5]([F:8])=[CH:6][CH:7]=1 |f:1.2|. Procedure details: 1-(3-Chloro-2,6-difluorophenyl)-3-iodopropan-1-one: (Ref: Synthesis, 366-399 (1998)) To a stirred solution of NaI (0.153 g, 1.019 mmol) in ACN (0.637 ml) was added TMS-CI (0.130 mL, 1.019 mmol) dropwise. A precipitate was formed, and the mixture turned yellow. Water (0.015 mL, 0.849 mmol) was added (which re-dissolved the precipitate), followed by addition of Intermediate 2B (0.172 g, 0.849 mmol). The mixture was diluted with additional ACN (0.637 mL), and stirred at rt under argon for 15 min. T... The reactants are CCCCCCCCCCCCCCCCCCCCCCOc1ccc(C(=O)OCC)cc1, CCO, Cl, [Na+], [OH-], O. Yields the product CCCCCCCCCCCCCCCCCCCCCCOc1ccc(C(=O)O)cc1. Reaction SMILES: [CH2:1]([CH2:2][CH2:3][CH2:4][CH2:5][CH2:6][CH2:7][CH2:8][CH2:9][CH2:10][CH2:11][CH2:12][CH2:13][CH2:14][CH2:15][CH2:16][CH2:17][CH2:18][CH2:19][CH2:20][CH2:21][CH3:22])[O:23][c:24]1[cH:25][cH:26][c:27]([C:28](=[O:29])[O:30][CH2:31][CH3:32])[cH:33][cH:34]1.[CH3:35][CH2:36][OH:37].[ClH:40].[Na+:39].[OH-:38].[OH2:41]>>[CH2:1]([CH2:2][CH2:3][CH2:4][CH2:5][CH2:6][CH2:7][CH2:8][CH2:9][CH2:10][CH2:11][CH2:12][CH2:13][CH2:14][CH2:15][CH2:16][CH2:17][CH2:18][CH2:19][CH2:20][CH2:21][CH3:22])[O:23][c:24]1[cH:25][cH:26][c:27]([C:28](=[O:29])[OH:30])[cH:33][cH:34]1.